Task: describe an organic reaction: reactants, conditions, products, and yield. Dataset: the Open Reaction Database (ORD), a public repository of structured organic reaction records Isolated yield 68.1%. Conditions: temperature 100 celsius. Product: O1C=CC2=C1C=CC(=C2)C2=C(C(=C(C=C2)N2C(NN=C2C[C@H]2CN(CC2)C(=O)C2CC2)=O)F)F (4-[4-(1-benzofuran-5-yl)-2,3-difluorophenyl]-5-{[(3S)-1-(cyclopropylcarbonyl)-3-pyrrolidinyl]methyl}-2,4-dihydro-3H-1,2,4-triazol-3-one). Reagents/catalysts: C1=CC=C(C=C1)P([C-]2C=CC=C2)C3=CC=CC=C3.C1=CC=C(C=C1)P([C-]2C=CC=C2)C3=CC=CC=C3.Cl[Pd]Cl.[Fe+2].ClCCl (dichloro[1,1′-bis(diphenylphosphino)ferrocene]palladium(II) dichloromethane). As a reaction SMILES: Br[C:2]1[CH:7]=[CH:6][C:5]([N:8]2[C:12]([CH2:13][C@@H:14]3[CH2:18][CH2:17][N:16]([C:19]([CH:21]4[CH2:23][CH2:22]4)=[O:20])[CH2:15]3)=[N:11][NH:10][C:9]2=[O:24])=[C:4]([F:25])[C:3]=1[F:26].CC1(C)C(C)(C)OB([C:35]2[CH:36]=[CH:37][C:38]3[O:42][CH:41]=[CH:40][C:39]=3[CH:43]=2)O1.C(=O)([O-])[O-].[Cs+].[Cs+]>C1C=CC(P(C2C=CC=CC=2)[C-]2C=CC=C2)=CC=1.C1C=CC(P(C2C=CC=CC=2)[C-]2C=CC=C2)=CC=1.Cl[Pd]Cl.[Fe+2].ClCCl>[O:42]1[C:38]2[CH:37]=[CH:36][C:35]([C:2]3[CH:7]=[CH:6][C:5]([N:8]4[C:12]([CH2:13][C@@H:14]5[CH2:18][CH2:17][N:16]([C:19]([CH:21]6[CH2:23][CH2:22]6)=[O:20])[CH2:15]5)=[N:11][NH:10][C:9]4=[O:24])=[C:4]([F:25])[C:3]=3[F:26])=[CH:43][C:39]=2[CH:40]=[CH:41]1 |f:2.3.4,5.6.7.8.9|. The reactants are BrC1=C(C(=C(C=C1)N1C(NN=C1C[C@H]1CN(CC1)C(=O)C1CC1)=O)F)F (4-(4-bromo-2,3-difluorophenyl)-5-{[(3S)-1-(cyclopropylcarbonyl)-3-pyrrolidinyl]methyl}-2,4-dihydro-3H-1,2,4-triazol-3-one), CC1(OB(OC1(C)C)C=1C=CC2=C(C=CO2)C1)C (5-(4,4,5,5-tetramethyl-1,3,2-dioxaborolan-2-yl)-1-benzofuran), C([O-])([O-])=O.[Cs+].[Cs+] (cesium carbonate). Reported procedure: To a microwave vial were added 4-(4-bromo-2,3-difluorophenyl)-5-{[(3S)-1-(cyclopropylcarbonyl)-3-pyrrolidinyl]methyl}-2,4-dihydro-3H-1,2,4-triazol-3-one (50 mg, 0.117 mmol), 5-(4,4,5,5-tetramethyl-1,3,2-dioxaborolan-2-yl)-1-benzofuran (42.8 mg, 0.176 mmol), cesium carbonate (114 mg, 0.351 mmol), and dichloro[1,1′-bis(diphenylphosphino)ferrocene]palladium(II)-dichloromethane adduct (6.0 mg, 0.00735 mmol). The mixture was purged with nitrogen, followed by the addition of 1,4-dioxane (1 mL) and wat... Reactants: C1(CCCCC1)P(C1=C(C=CC=C1)C1=C(C=CC=C1OC)OC)C1CCCCC1 (2-dicyclohexylphosphino-2′,6′-dimethoxy-1,1′-biphenyl), ClC1=NN2C(C=CC=C2)=C1C1=CC=CC=C1 (2-chloro-3-phenylpyrazolo[1,5-a]pyridine), FC=1C=C(C=NC1)B(O)O ((5-fluoropyridin-3-yl)boronic acid), [O-]P(=O)([O-])[O-].[K+].[K+].[K+] (potassium phosphate tribasic). The reagents and catalysts are C(C)(=O)[O-].[Pd+2].C(C)(=O)[O-] (palladium acetate). Solvent: O1CCCC1 (tetrahydrofuran). Run at temperature 100 celsius. The product is FC=1C=C(C=NC1)C1=NN2C(C=CC=C2)=C1C1=CC=CC=C1 (2-(5-fluoropyridin-3-yl)-3-phenylpyrazolo[1,5-a]pyridine). Reaction SMILES: Cl[C:2]1[C:10]([C:11]2[CH:16]=[CH:15][CH:14]=[CH:13][CH:12]=2)=[C:5]2[CH:6]=[CH:7][CH:8]=[CH:9][N:4]2[N:3]=1.[F:17][C:18]1[CH:19]=[C:20](B(O)O)[CH:21]=[N:22][CH:23]=1.[O-]P([O-])([O-])=O.[K+].[K+].[K+].C1(P(C2CCCCC2)C2C=CC=CC=2C2C(OC)=CC=CC=2OC)CCCCC1>O1CCCC1.C([O-])(=O)C.[Pd+2].C([O-])(=O)C>[F:17][C:18]1[CH:19]=[C:20]([C:2]2[C:10]([C:11]3[CH:16]=[CH:15][CH:14]=[CH:13][CH:12]=3)=[C:5]3[CH:6]=[CH:7][CH:8]=[CH:9][N:4]3[N:3]=2)[CH:21]=[N:22][CH:23]=1 |f:2.3.4.5,8.9.10|. Reported procedure: A solution of 2-chloro-3-phenylpyrazolo[1,5-a]pyridine (37-1; 0.2 g, 0.88 mmol), (5-fluoropyridin-3-yl)boronic acid (0.15 g, 1.05 mmol), and potassium phosphate tribasic (0.66 g, 2.64 mmol) in tetrahydrofuran (10 mL) was degassed for 10 min. Then 2-dicyclohexylphosphino-2′,6′-dimethoxy-1,1′-biphenyl (0.065 g, 0.16 mmol) and palladium acetate (0.02 g, 0.08 mmol) were added and heated in a sealed tube at 100° C. for 18 h. The reaction mixture was then cooled to room temperature, filtered and conce... The reactants are C(C)(=O)NC1=CC=C(C=C1)C=1C(NC(NN1)=O)C (6-(4-acetamidophenyl)-5-methyl-4,5-dihydro-1,2,4-triazin-3(2H)-one), ClN1C(CCC1=O)=O (N-chlorosuccinimide), O (water). The solvent is CN(C=O)C (dimethylformamide). Product: C(C)(=O)NC1=C(C=C(C=C1)C=1C(NC(NN1)=O)C)Cl (6-(4-acetamido-3-chlorophenyl)-5-methyl-4,5-dihydro-1,2,4-triazin-3(2H)-one). The yield is 58.1%. As a reaction SMILES: [C:1]([NH:4][C:5]1[CH:10]=[CH:9][C:8]([C:11]2[CH:12]([CH3:18])[NH:13][C:14](=[O:17])[NH:15][N:16]=2)=[CH:7][CH:6]=1)(=[O:3])[CH3:2].[Cl:19]N1C(=O)CCC1=O.O>CN(C)C=O>[C:1]([NH:4][C:5]1[CH:6]=[CH:7][C:8]([C:11]2[CH:12]([CH3:18])[NH:13][C:14](=[O:17])[NH:15][N:16]=2)=[CH:9][C:10]=1[Cl:19])(=[O:3])[CH3:2]. Procedure: A solution of 6-(4-acetamidophenyl)-5-methyl-4,5-dihydro-1,2,4-triazin-3(2H)-one (0.5 g) and N-chlorosuccinimide (0.41 g) in dimethylformamide (7 ml) was stirred at 40° C. for 3 hours and then poured into water. The thus-produced crsytals were collected by filtration, washed with water and dried to give 6-(4-acetamido-3-chlorophenyl)-5-methyl-4,5-dihydro-1,2,4-triazin-3(2H)-one (0.331 g). Starting materials: C(#C)[Si](C)(C)C (ethynyltrimethylsilane), C(C)[Mg]Br (ethylmagnesium bromide), N(=[N+]=[N-])C1CCC=2N(C3=C(C=CC=C3C2CC(=O)OCCC)F)C1 (Propyl (7-azido-4-fluoro-6,7,8,9-tetrahydropyrido[1,2-α]indol-10-yl)acetate), FC1=CC=C(C=C1)CC#C (1-fluoro-4-prop-2-yn-1-ylbenzene), solution, FC1=CC=C(CBr)C=C1 (4-fluorobenzyl bromide). Reagents/catalysts: [Cu](Br)Br (copper bromide). Solvent: C1CCOC1 (THF), C1CCOC1 (THF). Conditions: time 30 minute. Product: FC=1C=CC=C2C(=C3N(C12)CC(CC3)N3N=NC=C3CC3=CC=C(C=C3)F)CC(=O)O ({4-Fluoro-7-[5-(4-fluoro-benzyl)-[1,2,3]triazol-1-yl]-6,7,8,9-tetrahydropyrido[1,2-α]indol-10-yl}-acetic acid), TMS alkyne. RXN SMILES: [N:1]([CH:4]1[CH2:24][N:8]2[C:9]3[C:14]([C:15]([CH2:16][C:17]([O:19]CCC)=[O:18])=[C:7]2[CH2:6][CH2:5]1)=[CH:13][CH:12]=[CH:11][C:10]=3[F:23])=[N+:2]=[N-:3].[F:25][C:26]1[CH:31]=[CH:30][C:29]([CH2:32][C:33]#[CH:34])=[CH:28][CH:27]=1.C([Si](C)(C)C)#C.C([Mg]Br)C.FC1C=CC(CBr)=CC=1>C1COCC1.[Cu](Br)Br>[F:23][C:10]1[CH:11]=[CH:12][CH:13]=[C:14]2[C:9]=1[N:8]1[CH2:24][CH:4]([N:1]3[C:33]([CH2:32][C:29]4[CH:30]=[CH:31][C:26]([F:25])=[CH:27][CH:28]=4)=[CH:34][N:3]=[N:2]3)[CH2:5][CH2:6][C:7]1=[C:15]2[CH2:16][C:17]([OH:19])=[O:18]. Procedure details: The title compound was prepared using analogous procedures described in EXAMPLE 3 from propyl (7-azido-4-fluoro-6,7,8,9-tetrahydropyrido[1,2-α]indol-10-yl)acetate (EXAMPLE 7, Step 6) and 1-fluoro-4-prop-2-yn-1-ylbenzene obtained according to the following procedure (Gazz. Chim. Ital. 1990, 120, 783). To a mixture of ethynyltrimethylsilane (1 eq) in THF (0.6M) at room temperature was added ethylmagnesium bromide (1 eq). The mixture was stirred at room temperature for 30 min then copper bromide (I... Starting materials: CCCCOc1ccc(S(=O)(=O)C2(C(=O)OCC)CCN(C)CC2)cc1, CO, [Na+], [OH-]. Product: CCCCOc1ccc(S(=O)(=O)C2(C(=O)O)CCN(C)CC2)cc1. Reaction SMILES: [CH2:1]([CH3:2])[O:3][C:4](=[O:5])[C:6]1([S:13](=[O:14])(=[O:15])[c:16]2[cH:17][cH:18][c:19]([O:22][CH2:23][CH2:24][CH2:25][CH3:26])[cH:20][cH:21]2)[CH2:7][CH2:8][N:9]([CH3:12])[CH2:10][CH2:11]1.[CH3:27][OH:28].[Na+:30].[OH-:29]>>[O:3]=[C:4]([OH:5])[C:6]1([S:13](=[O:14])(=[O:15])[c:16]2[cH:17][cH:18][c:19]([O:22][CH2:23][CH2:24][CH2:25][CH3:26])[cH:20][cH:21]2)[CH2:7][CH2:8][N:9]([CH3:12])[CH2:10][CH2:11]1. Starting materials: Br.BrCCN (2-bromoethylamine hydrobromide), C(OC)COC (glyme), C(OC)COC (glyme), Cl.C(CCCCCCCCCCCCCCC)NC1=CC=C(C(=O)Cl)C=C1 (4-(hexadecylamino)benzoyl chloride hydrochloride). Reagents/catalysts: CN(C1=CC=NC=C1)C (4-dimethylaminopyridine). Solvent: C(C)N(CC)CC (triethylamine). Product: C(CCCCCCCCCCCCCCC)NC1=CC=C(C=C1)C=1OCCN1 (2-[4-(hexadecylamino)phenyl]oxazoline). Reaction SMILES: Br.Br[CH2:3][CH2:4][NH2:5].C(COC)OC.Cl.[CH2:13]([NH:29][C:30]1[CH:38]=[CH:37][C:33]([C:34](Cl)=[O:35])=[CH:32][CH:31]=1)[CH2:14][CH2:15][CH2:16][CH2:17][CH2:18][CH2:19][CH2:20][CH2:21][CH2:22][CH2:23][CH2:24][CH2:25][CH2:26][CH2:27][CH3:28]>CN(C)C1C=CN=CC=1.C(N(CC)CC)C>[CH2:13]([NH:29][C:30]1[CH:38]=[CH:37][C:33]([C:34]2[O:35][CH2:3][CH2:4][N:5]=2)=[CH:32][CH:31]=1)[CH2:14][CH2:15][CH2:16][CH2:17][CH2:18][CH2:19][CH2:20][CH2:21][CH2:22][CH2:23][CH2:24][CH2:25][CH2:26][CH2:27][CH3:28] |f:0.1,3.4|. Reported procedure: To a slurry of 15 g. of 2-bromoethylamine hydrobromide in 150 ml. of glyme was added simultaneously solutions of 31 g. of 4-(hexadecylamino)benzoyl chloride hydrochloride in 60 ml. of glyme and 50 cc. of triethylamine (dropwise). Upon addition of 0.5 g. of 4-dimethylaminopyridine the "solution" was stirred at room temperature overnight. The solution was refluxed for one hour and filtered. The solid was oven dried and portitioned between CH2Cl and water. The layers were separated and the organic ... Reactants: BrCC=1C=C(O[Si](C)(C)C(C)(C)C)C=CC1 ((3-(bromomethyl)phenoxy)(tert-butyl)dimethylsilane), OC=1C=C2CCN([C@H](C2=CC1)C(=O)OC)C(=O)OC(C)(C)C ((R)-2-tert-butyl 1-methyl 6-hydroxy-3,4-dihydroisoquinoline-1,2(1H)-dicarboxylate), [F-].C(CCC)[N+](CCCC)(CCCC)CCCC (tetrabutylammonium fluoride). The product is OC=1C=C(COC=2C=C3CCN([C@H](C3=CC2)C(=O)OC)C(=O)OC(C)(C)C)C=CC1 ((R)-2-tert-butyl 1-methyl 6-(3-hydroxybenzyloxy)-3,4-dihydroisoquinoline-1,2(1H)-dicarboxylate). As a reaction SMILES: Br[CH2:2][C:3]1[CH:4]=[C:5]([CH:14]=[CH:15][CH:16]=1)[O:6][Si](C(C)(C)C)(C)C.[OH:17][C:18]1[CH:19]=[C:20]2[C:25](=[CH:26][CH:27]=1)[C@H:24]([C:28]([O:30][CH3:31])=[O:29])[N:23]([C:32]([O:34][C:35]([CH3:38])([CH3:37])[CH3:36])=[O:33])[CH2:22][CH2:21]2.[F-].C([N+](CCCC)(CCCC)CCCC)CCC>>[OH:6][C:5]1[CH:4]=[C:3]([CH:16]=[CH:15][CH:14]=1)[CH2:2][O:17][C:18]1[CH:19]=[C:20]2[C:25](=[CH:26][CH:27]=1)[C@H:24]([C:28]([O:30][CH3:31])=[O:29])[N:23]([C:32]([O:34][C:35]([CH3:38])([CH3:37])[CH3:36])=[O:33])[CH2:22][CH2:21]2 |f:2.3|. Reported procedure: Example 4 was synthesized from (3-(bromomethyl)phenoxy)(tert-butyl)dimethylsilane and (R)-2-tert-butyl 1-methyl 6-hydroxy-3,4-dihydroisoquinoline-1,2(1H)-dicarboxylate using a similar procedure as described in procedure 2, followed by tetrabutylammonium fluoride deprotection. HPLC retention time (Method c)=3.75 min. LC/MS (ESI) (M+H)+=436.20. 1H NMR (400 MHz, CDCl3) δ ppm 1.47 (s, 4H), 1.49 (s, 5H), 2.73-2.99 (m, 2H), 3.62-3.83 (m, 2H), 3.69 (s, 3H), 5.00 (s, 2H), 5.12 (brs, 1H), 5.35 (d, J=14.6...